From a dataset of the Open Reaction Database (ORD), a public repository of structured organic reaction records. describe an organic reaction: reactants, conditions, products, and yield The reactants are NC1CCC(CC1)NS(=O)(=O)C (N-(4-aminocyclohexyl)methanesulfonamide), ClC1=NC=CC(=N1)C1=C(N=C(S1)N1CCCC1)C=1C=C(C=CC1)NS(=O)(=O)C1=C(C=CC=C1F)F (N-{3-[5-(2-Chloro-4-pyrimidinyl)-2-(1-pyrrolidinyl)-1,3-thiazol-4-yl]phenyl}-2,6-difluorobenzenesulfonamide), TEA. RXN SMILES: Cl[C:2]1[N:7]=[C:6]([C:8]2[S:12][C:11]([N:13]3[CH2:17][CH2:16][CH2:15][CH2:14]3)=[N:10][C:9]=2[C:18]2[CH:19]=[C:20]([NH:24][S:25]([C:28]3[C:33]([F:34])=[CH:32][CH:31]=[CH:30][C:29]=3[F:35])(=[O:27])=[O:26])[CH:21]=[CH:22][CH:23]=2)[CH:5]=[CH:4][N:3]=1.[NH2:36][CH:37]1[CH2:42][CH2:41][CH:40]([NH:43][S:44]([CH3:47])(=[O:46])=[O:45])[CH2:39][CH2:38]1>C(O)CCC>[F:35][C:29]1[CH:30]=[CH:31][CH:32]=[C:33]([F:34])[C:28]=1[S:25]([NH:24][C:20]1[CH:21]=[CH:22][CH:23]=[C:18]([C:9]2[N:10]=[C:11]([N:13]3[CH2:17][CH2:16][CH2:15][CH2:14]3)[S:12][C:8]=2[C:6]2[CH:5]=[CH:4][N:3]=[C:2]([NH:36][C@H:37]3[CH2:42][CH2:41][C@H:40]([NH:43][S:44]([CH3:47])(=[O:46])=[O:45])[CH2:39][CH2:38]3)[N:7]=2)[CH:19]=1)(=[O:27])=[O:26]. Procedure: N-{3-[5-(2-Chloro-4-pyrimidinyl)-2-(1-pyrrolidinyl)-1,3-thiazol-4-yl]phenyl}-2,6-difluorobenzenesulfonamide was dissolved in n-butanol and N-(4-aminocyclohexyl)methanesulfonamide (27.0 mg, 0.140 mmol) was added at rt followed by TEA (52.2 μl, 0.375 mmol). The reaction was heated to 60° C. for 12 h. Purified via Gilson Acidic HPLC (10 to 90% gradient, Acetonitrile/H2O+TFA; C18 column). Desired fractions were combined and washed with NaHCO3, dried over MgSO4 and solvent removed to give the title c... Run at temperature 60 celsius. Product: FC1=C(C(=CC=C1)F)S(=O)(=O)NC1=CC(=CC=C1)C=1N=C(SC1C1=NC(=NC=C1)N[C@@H]1CC[C@H](CC1)NS(=O)(=O)C)N1CCCC1 (2,6-Difluoro-N-{3-[5-[2-({trans-4-[(methylsulfonyl)amino]cyclohexyl}amino)-4-pyrimidinyl]-2-(1-pyrrolidinyl)-1,3-thiazol-4-yl]phenyl}benzenesulfonamide). Run in C(CCC)O (n-butanol). Reactants: O (water), N1C(CCC1)=O (Pyrrolidin-2-one), CC=1C(=NC=C(C1)C)N1CCN(CC1)C(=O)C=1C=NC(=CC1C)F ([4-(3,5-dimethylpyridin-2-yl)piperazin-1-yl](6-fluoro-4-methylpyridin-3-yl)methanone), [H-].[Na+] (sodium hydride). Run in CN(C=O)C (N,N-dimethylformamide). Reaction conditions: time 30 minute. Yields the product CC=1C(=NC=C(C1)C)N1CCN(CC1)C(=O)C=1C(=CC(=NC1)N1C(CCC1)=O)C (1-{5-[4-(3,5-dimethylpyridin-2-yl)piperazine-1-carbonyl]-4-methylpyridin-2-yl}pyrrolidin-2-one). Isolated yield 16.8%. Reaction SMILES: [NH:1]1[CH2:5][CH2:4][CH2:3][C:2]1=[O:6].[H-].[Na+].[CH3:9][C:10]1[C:11]([N:17]2[CH2:22][CH2:21][N:20]([C:23]([C:25]3[CH:26]=[N:27][C:28](F)=[CH:29][C:30]=3[CH3:31])=[O:24])[CH2:19][CH2:18]2)=[N:12][CH:13]=[C:14]([CH3:16])[CH:15]=1.O>CN(C)C=O>[CH3:9][C:10]1[C:11]([N:17]2[CH2:22][CH2:21][N:20]([C:23]([C:25]3[C:30]([CH3:31])=[CH:29][C:28]([N:1]4[CH2:5][CH2:4][CH2:3][C:2]4=[O:6])=[N:27][CH:26]=3)=[O:24])[CH2:19][CH2:18]2)=[N:12][CH:13]=[C:14]([CH3:16])[CH:15]=1 |f:1.2|. Procedure: Pyrrolidin-2-one (322 mg) was dissolved in N,N-dimethylformamide (4 mL), sodium hydride (159 mg) was added, and the mixture was stirred for 30 min. To the reaction mixture was further added [4-(3,5-dimethylpyridin-2-yl)piperazin-1-yl](6-fluoro-4-methylpyridin-3-yl)methanone (620 mg) described in Preparation Example 146, and the mixture was stirred at 100° C. for 5 hr. The reaction mixture was cooled, water was added, and the mixture was extracted with ethyl acetate. The organic layer was washed ... Reactants: CC(C)=CCc1ccc(C(C)C(=O)O)cc1, OC1CCCCC1, O=S(Cl)Cl, c1ccncc1, c1ccccc1. Yields the product CC(C)=CCc1ccc(C(C)C(=O)OC2CCCCC2)cc1. Reaction SMILES: [CH2:1]([CH:2]=[C:3]([CH3:4])[CH3:5])[c:6]1[cH:7][cH:8][c:9]([CH:12]([C:13](=[O:14])[OH:15])[CH3:16])[cH:10][cH:11]1.[OH:27][CH:28]1[CH2:29][CH2:30][CH2:31][CH2:32][CH2:33]1.[S:17]([Cl:18])([Cl:19])=[O:20].[cH:21]1[cH:22][cH:23][n:24][cH:25][cH:26]1.[cH:34]1[cH:35][cH:36][cH:37][cH:38][cH:39]1>>[CH2:1]([CH:2]=[C:3]([CH3:4])[CH3:5])[c:6]1[cH:7][cH:8][c:9]([CH:12]([C:13](=[O:14])[O:15][CH:28]2[CH2:29][CH2:30][CH2:31][CH2:32][CH2:33]2)[CH3:16])[cH:10][cH:11]1. Reactants: NC1=NC(=NN1C=1C(=CC(=C(C1)C(C(F)(F)F)SC(C(F)(F)F)C1=C(C=C(C(=C1)N1N=C(N=C1N)C(F)(F)F)Cl)C)C)Cl)C(F)(F)F ([5-(5-amino-3-trifluoromethyl-1,2,4-triazolyl)-4-chloro-2-methylphenyl]2,2,2-trifluoroethyl sulfide), ClC1=CC(=CC=C1)C(=O)OO (m-chloroperbenzoic acid). Run in C(C)(=O)OCC (ethyl acetate). Yields the product NC1=NC(=NN1C=1C(=CC(=C(C1)C(C(F)(F)F)S(=O)C(C(F)(F)F)C1=C(C=C(C(=C1)N1N=C(N=C1N)C(F)(F)F)Cl)C)C)Cl)C(F)(F)F ([5-(5-amino-3-trifluoromethyl-1,2,4-triazolyl)-4-chloro-2-methylphenyl]2,2,2-trifluoroethyl sulfoxide). The yield is 90.4%. Reaction SMILES: [NH2:1][C:2]1[N:6]([C:7]2[C:8]([Cl:43])=[CH:9][C:10]([CH3:42])=[C:11]([CH:13]([S:18][CH:19]([C:24]3[CH:29]=[C:28]([N:30]4[C:34]([NH2:35])=[N:33][C:32]([C:36]([F:39])([F:38])[F:37])=[N:31]4)[C:27]([Cl:40])=[CH:26][C:25]=3[CH3:41])[C:20]([F:23])([F:22])[F:21])[C:14]([F:17])([F:16])[F:15])[CH:12]=2)[N:5]=[C:4]([C:44]([F:47])([F:46])[F:45])[N:3]=1.ClC1C=CC=C(C(OO)=[O:56])C=1>C(OCC)(=O)C>[NH2:1][C:2]1[N:6]([C:7]2[C:8]([Cl:43])=[CH:9][C:10]([CH3:42])=[C:11]([CH:13]([S:18]([CH:19]([C:24]3[CH:29]=[C:28]([N:30]4[C:34]([NH2:35])=[N:33][C:32]([C:36]([F:39])([F:37])[F:38])=[N:31]4)[C:27]([Cl:40])=[CH:26][C:25]=3[CH3:41])[C:20]([F:21])([F:22])[F:23])=[O:56])[C:14]([F:17])([F:16])[F:15])[CH:12]=2)[N:5]=[C:4]([C:44]([F:47])([F:46])[F:45])[N:3]=1. Procedure: 1.3 g of [5-(5-amino-3-trifluoromethyl-1,2,4-triazolyl)-4-chloro-2-methylphenyl]2,2,2-trifluoroethyl sulfide was dissolved in 80 ml of ethyl acetate, and 0.9 g (purity 75%) of m-chloroperbenzoic acid was added under cooling with ice. The mixture was stirred under cooling with ice for 2 hours, washed with an aqueous sodium thiosulfate solution and then washed with an aqueous sodium hydrogencarbonate solution, and then dried over anhydrous magnesium sulfate. The solvent was distilled off under red... The reactants are O=C(O)C(CC1CCCCC1)N1Cc2ccccc2C1=O, O=C(Nc1nccs1)C(CC1CCCCC1)N1Cc2ccccc2C1=O, Nc1nc2ccccc2s1. The product is O=C(Nc1nc2ccccc2s1)C(CC1CCCCC1)N1Cc2ccccc2C1=O. RXN SMILES: [CH:1]1([CH2:7][CH:8]([C:9](=[O:10])[OH:11])[N:12]2[C:13](=[O:21])[c:14]3[cH:15][cH:16][cH:17][cH:18][c:19]3[CH2:20]2)[CH2:2][CH2:3][CH2:4][CH2:5][CH2:6]1.[CH:32]1([CH2:33][CH:34]([N:35]2[CH2:36][c:37]3[c:38]([cH:39][cH:40][cH:41][cH:42]3)[C:43]2=[O:44])[C:45]([NH:46][c:47]2[s:48][cH:49][cH:50][n:51]2)=[O:52])[CH2:53][CH2:54][CH2:55][CH2:56][CH2:57]1.[NH2:22][c:23]1[s:24][c:25]2[c:26]([n:27]1)[cH:28][cH:29][cH:30][cH:31]2>>[CH:1]1([CH2:7][CH:8]([C:9](=[O:10])[NH:22][c:23]2[s:24][c:25]3[c:26]([n:27]2)[cH:28][cH:29][cH:30][cH:31]3)[N:12]2[C:13](=[O:21])[c:14]3[cH:15][cH:16][cH:17][cH:18][c:19]3[CH2:20]2)[CH2:2][CH2:3][CH2:4][CH2:5][CH2:6]1. Starting materials: C1(CC1)Br (Cyclopropyl bromide), [Mg] (magnesium), C1CCOC1 (THF), ClC1=C(C(=NC=C1)CBr)OC (4-Chloro-3-methoxy-2-bromomethyl-pyridine), cuprous iodide. Run at temperature -45 celsius, time 30 minute. Product: ClC1=C(C(=NC=C1C)C1CC1)OC (4-Chloro-3-methoxy-2-(cyclopropyl)-methyl pyridine). As a reaction SMILES: [CH:1]1(Br)C[CH2:2]1.[Mg].[Cl:6][C:7]1[CH:12]=[CH:11][N:10]=[C:9]([CH2:13]Br)[C:8]=1[O:15][CH3:16].[CH2:17]1COCC1>>[Cl:6][C:7]1[C:12]([CH3:17])=[CH:11][N:10]=[C:9]([CH:13]2[CH2:2][CH2:1]2)[C:8]=1[O:15][CH3:16]. Procedure details: Cyclopropyl bromide (0.5 ml) is dissolved in 5 mnl of THF and magnesium (0.15 g) is added and heat is applied to initiate the reaction. Once the reaction is completed, the solution is cooled to −45° C. and cuprous iodide (0.5 g) is added. The reaction is allowed to stir for 30 minutes and 4-Chloro-3-methoxy-2-bromomethyl-pyridine (0.154 g) is added. The reaction is stirred at −45° C. for one hour and allowed to warm at room temperature before being quenched by 5 ml of 28% ammonium hydroxide. The... The reactants are C1NCCN2C1C1=C(CC3=C2C=CC=C3)C=CC=C1 (1,2,3,4,10,14b-hexahydrodibenzo[c,f]pyrazino[1,2-a]azepine), BrCC(=O)OCC (ethyl bromoacetate), C([O-])([O-])=O.[Na+].[Na+] (sodium carbonate), CC(CC(C)=O)C (4-methyl-2-pentanone). Reagents/catalysts: [I-].[Na+] (sodium iodide). Run in O (water). Product: C1N(CCN2C1C1=C(CC3=C2C=CC=C3)C=CC=C1)CC(=O)OCC (Ethyl (1,2,3,4,10,14b-hexahydrodibenzo[c,f]pyrazino[1,2-a]azepin-2-yl)acetate). The yield is 82.0%. RXN SMILES: [CH2:1]1[CH:6]2[C:7]3[CH:19]=[CH:18][CH:17]=[CH:16][C:8]=3[CH2:9][C:10]3[CH:15]=[CH:14][CH:13]=[CH:12][C:11]=3[N:5]2[CH2:4][CH2:3][NH:2]1.Br[CH2:21][C:22]([O:24][CH2:25][CH3:26])=[O:23].C(=O)([O-])[O-].[Na+].[Na+].CC(C)CC(=O)C>O.[I-].[Na+]>[CH2:1]1[CH:6]2[C:7]3[CH:19]=[CH:18][CH:17]=[CH:16][C:8]=3[CH2:9][C:10]3[CH:15]=[CH:14][CH:13]=[CH:12][C:11]=3[N:5]2[CH2:4][CH2:3][N:2]1[CH2:21][C:22]([O:24][CH2:25][CH3:26])=[O:23] |f:2.3.4,7.8|. Procedure details: 0.546 g of 1,2,3,4,10,14b-hexahydrodibenzo[c,f]pyrazino[1,2-a]azepine, 0.437 g of ethyl bromoacetate; 0.692 g of sodium carbonate and 0.016 g of sodium iodide were added to 20 ml of 4-methyl-2-pentanone, and the mixture was heated under reflux for 16 hours. At the end of this time, the mixture was diluted with water and then extracted with ethyl acetate. The solvent was then removed by evaporation under reduced pressure. The resulting residue was then subjected to column chromatography through s... The reactants are O (water), Cl (hydrochloric acid), O[C@H](C1=CC=CC=C1)[C@H](CC(C)C)NC(=O)[C@@H]1[C@H](O1)C(=O)OCC (ethyl (2S,3S)-3-[[1-(S)-[α-(R)-hydroxybenzyl]-3-methylbutyl]carbamoyl]oxirane-2-carboxylate), [OH-].[K+].C(C)O (potassium hydroxide ethanol). Solvent: C(C)O (ethanol). Reaction conditions: time 4 hour. The product is O[C@H](C1=CC=CC=C1)[C@H](CC(C)C)NC(=O)[C@@H]1[C@H](O1)C(=O)O ((2S,3S)-3-[[1-(S)-[α-(R)-hydroxybenzyl]-3-methylbutyl]carbamoyl]oxirane-2-carboxylic acid), product. Yield: 96.0%. Reaction SMILES: [OH:1][C@@H:2]([C@@H:9]([NH:14][C:15]([C@H:17]1[O:19][C@@H:18]1[C:20]([O:22]CC)=[O:21])=[O:16])[CH2:10][CH:11]([CH3:13])[CH3:12])[C:3]1[CH:8]=[CH:7][CH:6]=[CH:5][CH:4]=1.[OH-].[K+].C(O)C.O.Cl>C(O)C>[OH:1][C@@H:2]([C@@H:9]([NH:14][C:15]([C@H:17]1[O:19][C@@H:18]1[C:20]([OH:22])=[O:21])=[O:16])[CH2:10][CH:11]([CH3:12])[CH3:13])[C:3]1[CH:4]=[CH:5][CH:6]=[CH:7][CH:8]=1 |f:1.2.3|. Procedure details: To a solution of ethyl (2S,3S)-3-[[1-(S)-[α-(R)-hydroxybenzyl]-3-methylbutyl]carbamoyl]oxirane-2-carboxylate (558 mg, 1.66 mmol.) in ethanol (4 mL) was dropwise added 0.5N potassium hydroxide/ethanol solution (4.0 mL, 2.0 mmol.) under chilling with ice. The mixture was stirred for 4 hours at room temperature, and made acidic to reach pH 1-2 by addition of water (40 mL) and 2N hydrochloric acid (approx. 2 mL). The acidic mixture was extracted with three portions of ethyl acetate. The three extrac... Reactants: C(#N)CC1CC2(CCN(CC2)C(=O)NC2CCCCC2)C2=CC=CC=C12 ((±)-3-(cyanomethyl)-N-cyclohexyl-2,3-dihydrospiro[indene-1,4′-piperidine]-1′-carboxamide), [Sn](C)(C)(C)N=[N+]=[N-] (Me3SnN3). Run in C1(=CC=CC=C1)C (toluene). Conditions: temperature 80 celsius, time 8 hour. Yields the product N1N=NN=C1CC1CC2(CCN(CC2)C(=O)NC2C3CC4CC(CC2C4)C3)C3=CC=CC=C13 ((±)-3-((1H-tetrazol-5-yl)methyl)-N-(2-adamantyl)-2,3-dihydrospiro[indene-1,4′-piperidine]-1′-carboxamide). Yield: 89.6%. RXN SMILES: [C:1]([CH2:3][CH:4]1[C:26]2[C:21](=[CH:22][CH:23]=[CH:24][CH:25]=2)[C:6]2([CH2:11][CH2:10][N:9]([C:12]([NH:14][CH:15]3[CH2:20][CH2:19][CH2:18][CH2:17][CH2:16]3)=[O:13])[CH2:8][CH2:7]2)[CH2:5]1)#[N:2].[Sn]([N:31]=[N+:32]=[N-:33])(C)(C)C>C1(C)C=CC=CC=1>[NH:31]1[C:1]([CH2:3][CH:4]2[C:26]3[C:21](=[CH:22][CH:23]=[CH:24][CH:25]=3)[C:6]3([CH2:11][CH2:10][N:9]([C:12]([NH:14][CH:15]4[CH:20]5[CH2:26][CH:4]6[CH2:5][CH:18]([CH2:17][CH:16]4[CH2:3]6)[CH2:19]5)=[O:13])[CH2:8][CH2:7]3)[CH2:5]2)=[N:2][N:33]=[N:32]1. Procedure details: To a solution of (±)-3-(cyanomethyl)-N-cyclohexyl-2,3-dihydrospiro[indene-1,4′-piperidine]-1′-carboxamide (30 mg, 0.075 mmol) in toluene (2 mL), Me3SnN3 (80 mg, 0.375 mmol) was added. The reaction mixture was stirred at 80° C. overnight. The mixture was concentrated. The crude product was purified by preparative HPLC to afford (±)-3-((1H-tetrazol-5-yl)methyl)-N-(2-adamantyl)-2,3-dihydrospiro[indene-1,4′-piperidine]-1′-carboxamide (15 mg, 45%). LC-MS Method 5 tR=1.28 min, m/z=447.3; 1H NMR (CD3OD...